Dataset: the Open Reaction Database (ORD), a public repository of structured organic reaction records. Task: describe an organic reaction: reactants, conditions, products, and yield Starting materials: N1(C=NC=C1)CCCCNC1=NC2=CC=CC=3C2=C1C=CC3 (N-(4-(1H-imidazol-1-yl)butyl)benz(cd)indol-2-amine), Cl (hydrogen chloride), C(C)O (ethanol). Run in O (water), ClCCl (dichloromethane). The product is Cl.Cl.N1(C=NC=C1)CCCCNC1=NC2=CC=CC=3C2=C1C=CC3 (N-(4-(1H-imidazol-1yl)butyl)benz(cd)indol-2-amine dihydrochloride). RXN SMILES: [N:1]1([CH2:6][CH2:7][CH2:8][CH2:9][NH:10][C:11]2[C:19]3[CH:20]=[CH:21][CH:22]=[C:17]4[C:18]=3[C:13](=[CH:14][CH:15]=[CH:16]4)[N:12]=2)[CH:5]=[CH:4][N:3]=[CH:2]1.[ClH:23].C(O)C>ClCCl.O>[ClH:23].[ClH:23].[N:1]1([CH2:6][CH2:7][CH2:8][CH2:9][NH:10][C:11]2[C:19]3[CH:20]=[CH:21][CH:22]=[C:17]4[C:18]=3[C:13](=[CH:14][CH:15]=[CH:16]4)[N:12]=2)[CH:5]=[CH:4][N:3]=[CH:2]1 |f:5.6.7|. Procedure details: A solution of 12 g of N-(4-(1H-imidazol-1-yl)butyl)benz(cd)indol-2-amine in 300 ml of dichloromethane was treated with 100 ml of 2N ethanolic hydrogen chloride. The solution was then taken to dryness in vacuo. The gummy residue was dissolved in 100 ml of water, treated with activated carbon, clarified and the filtrate taken to dryness in vacuo. The residue was treated with 200 ml of ethanol and then taken to dryness in vacuo. The evaporation from ethanol was repeated twice. The final residue was... Reactants: BrC1=CC(=C2C=NN(C2=C1)S(=O)(=O)C1=CC=C(C=C1)C)C=1OC(=NN1)CCl (6-bromo-4-[5-(chloromethyl)-1,3,4-oxadiazol-2-yl]-1-[(4-methylphenyl)sulfonyl]-1H-indazole), N1CCOCC1 (morpholine). Run in C(C)#N (acetonitrile). Conditions: temperature 80 celsius. Product: BrC1=CC(=C2C=NN(C2=C1)S(=O)(=O)C1=CC=C(C=C1)C)C=1OC(=NN1)CN1CCOCC1 (6-Bromo-1-[(4-methylphenyl)sulfonyl]-4-[5-(4-morpholinylmethyl)-1,3,4-oxadiazol-2-yl]-1H-indazole). As a reaction SMILES: [Br:1][C:2]1[CH:10]=[C:9]2[C:5]([CH:6]=[N:7][N:8]2[S:11]([C:14]2[CH:19]=[CH:18][C:17]([CH3:20])=[CH:16][CH:15]=2)(=[O:13])=[O:12])=[C:4]([C:21]2[O:22][C:23]([CH2:26]Cl)=[N:24][N:25]=2)[CH:3]=1.[NH:28]1[CH2:33][CH2:32][O:31][CH2:30][CH2:29]1>C(#N)C>[Br:1][C:2]1[CH:10]=[C:9]2[C:5]([CH:6]=[N:7][N:8]2[S:11]([C:14]2[CH:19]=[CH:18][C:17]([CH3:20])=[CH:16][CH:15]=2)(=[O:13])=[O:12])=[C:4]([C:21]2[O:22][C:23]([CH2:26][N:28]3[CH2:33][CH2:32][O:31][CH2:30][CH2:29]3)=[N:24][N:25]=2)[CH:3]=1. Reported procedure: A stirred mixture of 6-bromo-4-[5-(chloromethyl)-1,3,4-oxadiazol-2-yl]-1-[(4-methylphenyl)sulfonyl]-1H-indazole (0.1 g, 0.214 mmol) and morpholine (0.056 ml, 0.641 mmol) in acetonitrile (2.5 ml) was heated at 80° C. in the microwave (biotage initiator) for 45 mins. The mixture was evaporated and the residual solid triturated with ether (10 ml) to afford the title compound as a cream coloured solid which was collected by filtration (0.07 g).